The task is: describe an organic reaction: reactants, conditions, products, and yield. This data is from the Open Reaction Database (ORD), a public repository of structured organic reaction records. Reactants: C1CCOC1, O=C(Cl)Cl, ClCCl, [N-]=C=O, COc1c(N)cc(C(C)(C)C)cc1NS(C)(=O)=O, Nc1ccc(-n2ccc3cnccc32)c2ccccc12, [Na+], O=C([O-])O. The product is COc1c(NC(=O)Nc2ccc(-n3ccc4cnccc43)c3ccccc23)cc(C(C)(C)C)cc1NS(C)(=O)=O. Reaction SMILES: [CH2:54]1[O:55][CH2:56][CH2:57][CH2:58]1.[Cl:24][C:25](=[O:26])[Cl:27].[Cl:51][CH2:52][Cl:53].[N-:28]=[C:29]=[O:30].[NH2:1][c:2]1[c:3]([O:17][CH3:18])[c:4]([NH:12][S:13](=[O:14])(=[O:15])[CH3:16])[cH:5][c:6]([C:8]([CH3:9])([CH3:10])[CH3:11])[cH:7]1.[NH2:31][c:32]1[cH:33][cH:34][c:35](-[n:42]2[cH:43][cH:44][c:45]3[cH:46][n:47][cH:48][cH:49][c:50]23)[c:36]2[cH:37][cH:38][cH:39][cH:40][c:41]12.[Na+:23].[O-:19][C:20](=[O:21])[OH:22]>>[NH:1]([c:2]1[c:3]([O:17][CH3:18])[c:4]([NH:12][S:13](=[O:14])(=[O:15])[CH3:16])[cH:5][c:6]([C:8]([CH3:9])([CH3:10])[CH3:11])[cH:7]1)[C:20](=[O:22])[NH:31][c:32]1[cH:33][cH:34][c:35](-[n:42]2[cH:43][cH:44][c:45]3[cH:46][n:47][cH:48][cH:49][c:50]23)[c:36]2[cH:37][cH:38][cH:39][cH:40][c:41]12. Starting materials: Cc1ccc2c(c1)C(C(=O)O)c1ccccc1CO2, CC(C)c1ccccc1N. Yields the product Cc1ccc2c(c1)C(C(=O)Nc1ccccc1C(C)C)c1ccccc1CO2. Reaction SMILES: [CH3:1][c:2]1[cH:3][c:4]2[c:5]([cH:18][cH:19]1)[O:6][CH2:7][c:8]1[c:9]([cH:14][cH:15][cH:16][cH:17]1)[CH:10]2[C:11](=[O:12])[OH:13].[CH:20]([CH3:21])([CH3:22])[c:23]1[c:24]([NH2:25])[cH:26][cH:27][cH:28][cH:29]1>>[CH3:1][c:2]1[cH:3][c:4]2[c:5]([cH:18][cH:19]1)[O:6][CH2:7][c:8]1[c:9]([cH:14][cH:15][cH:16][cH:17]1)[CH:10]2[C:11](=[O:12])[NH:25][c:24]1[c:23]([CH:20]([CH3:21])[CH3:22])[cH:29][cH:28][cH:27][cH:26]1. The reactants are CC=1C=CC(=CC1)S(=O)(=O)O (p-toluenesulfonate), [BH4-].[Na+] (Sodium borohydride), C(C)(C)(C)OC(=O)N[C@@H]1[C@@H](NC1=O)C(=O)OC (methyl cis-3-t-butoxycarbonylamino-4-oxoazetidine-2-carboxylate), ( d ), OCC1NCC1 (2-hydroxymethylazetidine), [N-]=[N+]=[N-].[Na+] (sodium azide). Yields the product N(=[N+]=[N-])C[C@@H]1NC([C@@H]1NC(=O)OC(C)(C)C)=O (cis-2-Azidomethyl-3-t-butoxycarbonylamino-4-oxoazetidine). Reaction SMILES: [BH4-].[Na+].[C:3]([O:7][C:8]([NH:10][C@H:11]1[C:14](=[O:15])[NH:13][C@H:12]1[C:16](OC)=O)=[O:9])([CH3:6])([CH3:5])[CH3:4].OCC1CCN1.CC1C=CC(S(O)(=O)=O)=CC=1.[N-:37]=[N+:38]=[N-:39].[Na+]>>[N:37]([CH2:16][C@H:12]1[C@@H:11]([NH:10][C:8]([O:7][C:3]([CH3:4])([CH3:5])[CH3:6])=[O:9])[C:14](=[O:15])[NH:13]1)=[N+:38]=[N-:39] |f:0.1,5.6|. Reported procedure: Sodium borohydride reduction of methyl cis-3-t-butoxycarbonylamino-4-oxoazetidine-2-carboxylate as described in Preparation 3, followed by conversion of the 2-hydroxymethylazetidine product to the p-toluenesulfonate derivative, mp 160°-162°(d), and the reaction of the derivative with sodium azide as described in Preparation 4 gives the title compound. Reactants: [OH-].[NH4+] (ammonium hydroxide), BrC=1C(=NC(=CC1)I)C (3-Bromo-6-iodo-2-methylpyridine), [Cu](C#N)C#N (copper cyanide), [C-]#N.[Na+] (sodium cyanide). Solvent: C(C)#N (acetonitrile), C(C)#N (acetonitrile). Reaction conditions: temperature 80 celsius. The product is BrC=1C=CC(=NC1C)C#N (5-Bromo-6-methylpicolinonitrile). Reaction SMILES: [Br:1][C:2]1[C:3]([CH3:9])=[N:4][C:5](I)=[CH:6][CH:7]=1.[Cu](C#N)[C:11]#[N:12].[C-]#N.[Na+].[OH-].[NH4+]>C(#N)C>[Br:1][C:2]1[CH:7]=[CH:6][C:5]([C:11]#[N:12])=[N:4][C:3]=1[CH3:9] |f:2.3,4.5|. Procedure details: A 1-L, three-neck, round-bottom flask equipped with a mechanical stirrer and a nitrogen inlet was charged with 3,6-dibromo-2-methylpyridine (150 g, 0.59 mol), copper (I) cyanide (42.8 g, 0.47 mol) and sodium cyanide (23 g, 0.47 mol). To the mixture was added N,N-dimethylformamide (300 mL). The mixture was heated to 95° C. and stirred for 48 h. The reaction mixture was cooled to ambient temperature and poured into ethanol (3 L) while stirring. The mixture was filtered through a pad of Celite, the... Reactants: CC(=O)OCCCCOc1ccc2c(c1)COC(=O)N2, CC(=O)O, CO, [Na+], [OH-], O. Product: O=C1Nc2ccc(OCCCCO)cc2CO1. As a reaction SMILES: [C:3](=[O:4])([CH3:5])[O:6][CH2:7][CH2:8][CH2:9][CH2:10][O:11][c:12]1[cH:13][cH:14][c:15]2[c:16]([cH:22]1)[CH2:17][O:18][C:19](=[O:21])[NH:20]2.[CH3:23][C:24](=[O:25])[OH:26].[CH3:28][OH:29].[Na+:2].[OH-:1].[OH2:27]>>[OH:6][CH2:7][CH2:8][CH2:9][CH2:10][O:11][c:12]1[cH:13][cH:14][c:15]2[c:16]([cH:22]1)[CH2:17][O:18][C:19](=[O:21])[NH:20]2. The reactants are CCCCCCCCC#Cc1ccc(C=O)cc1, COC(=O)C=Cc1ccc(CN)cc1. Product: CCCCCCCCC#Cc1ccc(CNCc2ccc(C=CC(=O)OC)cc2)cc1. RXN SMILES: [C:1](#[C:2][CH2:3][CH2:4][CH2:5][CH2:6][CH2:7][CH2:8][CH2:9][CH3:10])[c:11]1[cH:12][cH:13][c:14]([CH:15]=[O:16])[cH:17][cH:18]1.[NH2:19][CH2:20][c:21]1[cH:22][cH:23][c:24]([CH:27]=[CH:28][C:29](=[O:30])[O:31][CH3:32])[cH:25][cH:26]1>>[C:1](#[C:2][CH2:3][CH2:4][CH2:5][CH2:6][CH2:7][CH2:8][CH2:9][CH3:10])[c:11]1[cH:12][cH:13][c:14]([CH2:15][NH:19][CH2:20][c:21]2[cH:22][cH:23][c:24]([CH:27]=[CH:28][C:29](=[O:30])[O:31][CH3:32])[cH:25][cH:26]2)[cH:17][cH:18]1. Starting materials: Cl.CNC (dimethylamine hydrochloride), C=O (paraformaldehyde), CC(=O)C1=CC(=C(C(=C1)OC)OC)OC (3,4,5-Trimethoxyacetophenone), C=O (paraformaldehyde), Cl.CNC (dimethylamine hydrochloride), Cl (HCl), Cl (HCl). Solvent: C(C)O (ethanol), O (water). Product: CN(C)C(C(=O)C1=CC(=C(C(=C1)OC)OC)OC)C (N,N-Dimethylamino-1-(3,4,5-trimethoxyphenyl)-1-propanone). Yield: 90.5%. RXN SMILES: [CH3:1][C:2]([C:4]1[CH:9]=[C:8]([O:10][CH3:11])[C:7]([O:12][CH3:13])=[C:6]([O:14][CH3:15])[CH:5]=1)=[O:3].[CH2:16]=O.Cl.[CH3:19][NH:20][CH3:21].Cl>C(O)C.O>[CH3:19][N:20]([CH:1]([CH3:16])[C:2]([C:4]1[CH:5]=[C:6]([O:14][CH3:15])[C:7]([O:12][CH3:13])=[C:8]([O:10][CH3:11])[CH:9]=1)=[O:3])[CH3:21] |f:2.3|. Reported procedure: 3,4,5-Trimethoxyacetophenone (50 g, 237.8 mmol), paraformaldehyde (9.75 g, 304.7 mmol), dimethylamine hydrochloride (26.42 g, 324.0 mmol) and 5 mL conc. HCl were dissolved in 200 mL absolute ethanol and refluxed for 10 hours. Additional dimethylamine hydrochloride (13.21 g, 162.0 mmol) and paraformaldehyde (9.75 g, 304.7 mmol) were added and the solution returned to reflux. After 54 hours (total reaction time), 80 mL of 10% HCl and 500 mL of water were added and the solution was extracted with e...